Dataset: the Open Reaction Database (ORD), a public repository of structured organic reaction records. Task: describe an organic reaction: reactants, conditions, products, and yield The reactants are [H][H] (hydrogen), polymer, C(C)[Al](CC)CC (TEA), nickel-2-ethylhexoate, C(C)[Al](CC)CC (TEA), olefin, C(C)[Al](CC)CC (triethyl aluminum), C=CC1=CC=CC=C1 (styrene), aluminum triethyl. Reagents/catalysts: [Ni] (nickel), [Ni] (nickel). Solvent: C1CCCCC1 (cyclohexane), C1CCCCC1 (cyclohexane). Run at time 180 minute. Yields the product C=CC1=CC=CC=C1 (styrene), C=CC(C)=C (isoprene). As a reaction SMILES: [CH2:1]=[CH:2][C:3]1[CH:8]=[CH:7][CH:6]=[CH:5][CH:4]=1.[H][H].C([Al](CC)CC)C>C1CCCCC1.[Ni]>[CH2:1]=[CH:2][C:3]1[CH:8]=[CH:7][CH:6]=[CH:5][CH:4]=1.[CH2:1]=[CH:2][C:3](=[CH2:4])[CH3:8]. Procedure details: A copolymer of styrene and isoprene was prepared by polymerization of a mixture of the two monomers in cyclohexane solution, resulting in a tapered copolymer having 37.5 wt.% styrene. The polymer, in cyclohexane solvent, was then subjected to hydrogenation utilizng a catalyst comprising the reaction product of 2.5 moles of aluminum triethyl per mole of nickel-2-ethylhexoate. The hydrogenation reacton conditions comprised 700 psig hydrogen pressure, 80°C, 18% polymer solids in the solution and 4.... Reactants: CS(=O)(=O)Cl, CCOC(C)=O, CCN(C(C)C)C(C)C, C[Si](C)(C)CCOCC(Oc1nc2cc(Cl)c(Cl)cc2[nH]1)C1(c2ccc(-c3cccc(C#N)c3)cc2)CCNCC1, ClCCl. Product: C[Si](C)(C)CCOCC(Oc1nc2cc(Cl)c(Cl)cc2[nH]1)C1(c2ccc(-c3cccc(C#N)c3)cc2)CCN(S(C)(=O)=O)CC1. RXN SMILES: [CH3:42][S:43]([Cl:44])(=[O:45])=[O:46].[CH3:59][CH2:60][O:61][C:62](=[O:63])[CH3:64].[CH:47]([N:48]([CH2:49][CH3:50])[CH:51]([CH3:52])[CH3:53])([CH3:54])[CH3:55].[Cl:1][c:2]1[cH:3][c:4]2[c:5]([nH:6][c:7]([O:9][CH:10]([CH2:11][O:12][CH2:13][CH2:14][Si:15]([CH3:16])([CH3:17])[CH3:18])[C:19]3([c:25]4[cH:26][cH:27][c:28](-[c:31]5[cH:32][c:33]([C:37]#[N:38])[cH:34][cH:35][cH:36]5)[cH:29][cH:30]4)[CH2:20][CH2:21][NH:22][CH2:23][CH2:24]3)[n:8]2)[cH:39][c:40]1[Cl:41].[Cl:56][CH2:57][Cl:58]>>[Cl:1][c:2]1[cH:3][c:4]2[c:5]([nH:6][c:7]([O:9][CH:10]([CH2:11][O:12][CH2:13][CH2:14][Si:15]([CH3:16])([CH3:17])[CH3:18])[C:19]3([c:25]4[cH:26][cH:27][c:28](-[c:31]5[cH:32][c:33]([C:37]#[N:38])[cH:34][cH:35][cH:36]5)[cH:29][cH:30]4)[CH2:20][CH2:21][N:22]([S:43]([CH3:42])(=[O:45])=[O:46])[CH2:23][CH2:24]3)[n:8]2)[cH:39][c:40]1[Cl:41].